From a dataset of the Open Reaction Database (ORD), a public repository of structured organic reaction records. describe an organic reaction: reactants, conditions, products, and yield Starting materials: COc1ccc(-c2oc3cc(OC)ccc3c2C(=O)c2ccc(OCCN(C(C)C)C(C)C)cc2)cc1, CO. Yields the product COc1ccc(-c2oc3cc(OC)ccc3c2C(O)c2ccc(OCCN(C(C)C)C(C)C)cc2)cc1. Reaction SMILES: [CH3:1][O:2][c:3]1[cH:4][cH:5][c:6](-[c:9]2[o:10][c:11]3[c:12]([c:13]2[C:14](=[O:15])[c:16]2[cH:17][cH:18][c:19]([O:22][CH2:23][CH2:24][N:25]([CH:26]([CH3:27])[CH3:28])[CH:29]([CH3:30])[CH3:31])[cH:20][cH:21]2)[cH:32][cH:33][c:34]([O:36][CH3:37])[cH:35]3)[cH:7][cH:8]1.[CH3:38][OH:39]>>[CH3:1][O:2][c:3]1[cH:4][cH:5][c:6](-[c:9]2[o:10][c:11]3[c:12]([c:13]2[CH:14]([OH:15])[c:16]2[cH:17][cH:18][c:19]([O:22][CH2:23][CH2:24][N:25]([CH:26]([CH3:27])[CH3:28])[CH:29]([CH3:30])[CH3:31])[cH:20][cH:21]2)[cH:32][cH:33][c:34]([O:36][CH3:37])[cH:35]3)[cH:7][cH:8]1. Starting materials: C(=S)=S (Carbon disulphide), OS(=O)(=O)OCC1NC2=CC=CC=C2C1 ((RS)-2-hydroxysulphonyloxymethylindoline). Solvent: [OH-].[Na+] (sodium hydroxide). Conditions: temperature 20 celsius, time 2 hour. Yields the product C1SC(N2C1CC=1C=CC=CC21)=S ((RS)-9,9a-dihydrothiazolo[3,4-a]indole-3-thione). RXN SMILES: [C:1](=[S:3])=[S:2].OS(O[CH2:9][CH:10]1[CH2:18][C:17]2[C:12](=[CH:13][CH:14]=[CH:15][CH:16]=2)[NH:11]1)(=O)=O>[OH-].[Na+]>[CH2:9]1[CH:10]2[CH2:18][C:17]3[CH:16]=[CH:15][CH:14]=[CH:13][C:12]=3[N:11]2[C:1](=[S:3])[S:2]1 |f:2.3|. Procedure details: Carbon disulphide (65 cc) is added to a suspension of (RS)-2-hydroxysulphonyloxymethylindoline (45.8 g) in 1.5 N aqueous sodium hydroxide solution (400 cc). After stirring for 2 hours at a temperature of about 20° C., a solution is obtained and the formation of beige crystals is then observed; stirring is continued for 12 hours. The crystals formed are filtered off, washed with water and then recrystallised from ethanol (850 cc). (RS)-9,9a-dihydrothiazolo[3,4-a]indole-3-thione (31.3 g) is thus o... The reactants are ClC1=CC=C(S1)C(=O)N=[N+]=[N-] (5-Chloro-thiophene-2-carbonyl azide), NC1=NC=NC2=CC(=CC=C12)CN1C(C(NCC1C)CCC)=O (4-[4-Amino-quinazolin-7-ylmethyl]-5-methyl-3-oxo-2-propyl-piperazine), CN(C)C=O (DMF). Run at temperature 100 celsius. Yields the product ClC1=CC=C(S1)NC(=O)N1[C@H](C(N([C@H](C1)C)CC1=CC=C2C(=NC=NC2=C1)N)=O)CCC (4-(4-Amino-quinazolin-7-ylmethyl)-(S)-5-methyl-3-oxo-(S)-2-propyl-piperazine-1-carboxylic acid (5-chloro-thiophen-2-yl)amide). Reaction SMILES: [Cl:1][C:2]1[S:6][C:5](C(N=[N+]=[N-])=O)=[CH:4][CH:3]=1.[NH2:12][C:13]1[C:22]2[C:17](=[CH:18][C:19]([CH2:23][N:24]3[CH:29]([CH3:30])[CH2:28][NH:27][CH:26]([CH2:31][CH2:32][CH3:33])[C:25]3=[O:34])=[CH:20][CH:21]=2)[N:16]=[CH:15][N:14]=1.C[N:36]([CH:38]=[O:39])C>>[Cl:1][C:2]1[S:6][C:5]([NH:36][C:38]([N:27]2[CH2:28][C@H:29]([CH3:30])[N:24]([CH2:23][C:19]3[CH:18]=[C:17]4[C:22]([C:13]([NH2:12])=[N:14][CH:15]=[N:16]4)=[CH:21][CH:20]=3)[C:25](=[O:34])[C@@H:26]2[CH2:31][CH2:32][CH3:33])=[O:39])=[CH:4][CH:3]=1. Reported procedure: A mixture of 5-chloro-thiophene-2-carbonyl azide (28 mg, 0.15 mmol, EXAMPLE 38) and 4-[4-Amino-quinazolin-7-ylmethyl]-5-methyl-3-oxo-2-propyl-piperazine, EXAMPLE 888, (26 mg, 0.08 mmol) in 3 mL of dry DMF is heated at 100° C. for 1 h. The resulting mixture is concentrated in vacuo. The crude product is purified by RP-HPLC eluting in a gradient of 10% CH3CN/H2O (0.1% TFA) to 70% CH3CN/H2O (0.1% TFA) and the appropriate product fractions are combined and lyophilized to provide the title compound (... The reactants are OC1(N=C(SC1)CN(C)C)CCl (4-hydroxy-4-chloromethyl-2-(dimethylaminomethyl)thiazoline), CC(C)([O-])C.[K+] (potassium t-butoxide), S1C=NCC1 (thiazoline). Run in C(C)(C)(C)O (t-butylalcohol). Yields the product CN(C)CC=1SC=C(N1)CO (2-(Dimethylaminomethyl)-4-thiazolemethanol). Reaction SMILES: O[C:2]1([CH2:11]Cl)[CH2:6][S:5][C:4]([CH2:7][N:8]([CH3:10])[CH3:9])=[N:3]1.CC(C)([O-:16])C.[K+].S1CCN=C1>C(O)(C)(C)C>[CH3:9][N:8]([CH2:7][C:4]1[S:5][CH:6]=[C:2]([CH2:11][OH:16])[N:3]=1)[CH3:10] |f:1.2|. Procedure details: The process of Example 5 was repeated using 5.0 g (0.24 mol) of 4-hydroxy-4-chloromethyl-2-(dimethylaminomethyl)thiazoline, 25 ml of t-butylalcohol and 2.69 g (0.024 mol) of potassium t-butoxide. The HPLC assay set forth in Example 3 indicated that 90% of the thiazoline substrate had converted to the desired titled product. The reactants are C(C1=CC=CC=C1)OC1OC2=C(NC1=O)C=CC=C2C(C(O)OCC)=O (benzyloxy-8-(2-ethoxy-2-hydroxyacetyl)-4H-benzo[1,4]oxazin-3-one), FC1=CC(=C(C=C1)CC(C)(C)N)C (2-(4-fluoro-2-methylphenyl)-1,1-dimethylethylamine), Cl (hydrochloride). The product is C(C1=CC=CC=C1)OC=1C=C(C2=C(NC(CO2)=O)C1)C(CNC(CC1=C(C=C(C=C1)F)C)(C)C)O (6-benzyloxy-8-{2-[2-[4-fluoro-2-methylphenyl)-1,1-dimethylethylamino]-1-hydroxyethyl}-4H-benzo[1,4]oxazin-3-one). Reaction SMILES: C(O[CH:9]1[C:14](=[O:15])[NH:13][C:12]2[CH:16]=[CH:17][CH:18]=[C:19]([C:20](=[O:26])[CH:21](OCC)O)[C:11]=2[O:10]1)C1C=CC=CC=1.[F:27][C:28]1[CH:33]=[CH:32][C:31]([CH2:34][C:35]([NH2:38])([CH3:37])[CH3:36])=[C:30]([CH3:39])[CH:29]=1.Cl>>[CH2:20]([O:26][C:17]1[CH:18]=[C:19]([CH:20]([OH:26])[CH2:21][NH:38][C:35]([CH3:36])([CH3:37])[CH2:34][C:31]2[CH:32]=[CH:33][C:28]([F:27])=[CH:29][C:30]=2[CH3:39])[C:11]2[O:10][CH2:9][C:14](=[O:15])[NH:13][C:12]=2[CH:16]=1)[C:19]1[CH:11]=[CH:12][CH:16]=[CH:17][CH:18]=1. Reported procedure: Prepared analogously to the method for Example 8(d) from 0.95 g (2.66 mmol) of benzyloxy-8-(2-ethoxy-2-hydroxyacetyl)-4H-benzo[1,4]oxazin-3-one and 0.43 g (2.37 mmol) of 2-(4-fluoro-2-methylphenyl)-1,1-dimethylethylamine. Yield: 0.75 g (55%, hydrochloride); melting point 233° C.-236° C.